This data is from the Open Reaction Database (ORD), a public repository of structured organic reaction records. The task is: describe an organic reaction: reactants, conditions, products, and yield Starting materials: NC=1NC2=NC(=NC(=C2N1)N[C@@H](CO)C)SCC1=C(C(=CC=C1)F)F ((2R)-2-[[8-amino-2-[[(2,3-difluorophenyl)methyl]thio]-9H-purin-6-yl]amino]-1-propanol), C(O)CN (ethanolamine). The product is NC=1NC2=NC(=NC(=C2N1)NCCO)SCC1=C(C(=CC=C1)F)F (2-[[8-amino-2-[[(2,3-difluorophenyl)methyl]thio]-9H-purin-6-yl]amino]-ethanol). Reaction SMILES: [NH2:1][C:2]1[NH:3][C:4]2[C:9]([N:10]=1)=[C:8]([NH:11][C@H:12](C)[CH2:13][OH:14])[N:7]=[C:6]([S:16][CH2:17][C:18]1[CH:23]=[CH:22][CH:21]=[C:20]([F:24])[C:19]=1[F:25])[N:5]=2.C(CN)O>>[NH2:1][C:2]1[NH:3][C:4]2[C:9]([N:10]=1)=[C:8]([NH:11][CH2:12][CH2:13][OH:14])[N:7]=[C:6]([S:16][CH2:17][C:18]1[CH:23]=[CH:22][CH:21]=[C:20]([F:24])[C:19]=1[F:25])[N:5]=2. Procedure details: The titled compound was prepared from the product of example 9, step (b) (3 g) and ethanolamine (9 ml) using the method of example 9, step (c). Starting materials: O=C([O-])[O-], CC(=NC#N)NCC(F)F, CC#N, ClCc1ccc(Cl)nc1, [Cs+], [Cs+], [Cs+], [I-]. Product: CC(=NC#N)N(Cc1ccc(Cl)nc1)CC(F)F. RXN SMILES: [C:11](=[O:12])([O-:13])[O-:14].[C:1](#[N:2])[N:3]=[C:4]([CH3:5])[NH:6][CH2:7][CH:8]([F:9])[F:10].[CH3:28][C:29]#[N:30].[Cl:17][c:18]1[n:19][cH:20][c:21]([CH2:24][Cl:25])[cH:22][cH:23]1.[Cs+:15].[Cs+:16].[Cs+:27].[I-:26]>>[C:1](#[N:2])[N:3]=[C:4]([CH3:5])[N:6]([CH2:7][CH:8]([F:9])[F:10])[CH2:24][c:21]1[cH:20][n:19][c:18]([Cl:17])[cH:23][cH:22]1. Reactants: C(=O)OC(CSCCNC(=NC)NC#N)C(C)=O (N-{2-(2-formyloxy-3-oxobutylthio)ethyl}-N'-cyano-N"-methylguanidine), C(OC)([O-])[O-] (methyl orthoformate), C(=O)N (formamide), C(=O)[O-].[NH4+] (ammonium formate). Run at temperature 100 celsius, time 2 hour. Product: CC1=C(N=CN1)CSCC/N=C(\NC)/NC#N (Cimetidine). Yield: 56.0%. RXN SMILES: C(O[CH:4]([C:16](=O)[CH3:17])[CH2:5][S:6][CH2:7][CH2:8][NH:9][C:10]([NH:13][C:14]#[N:15])=[N:11][CH3:12])=O.C([O-])([O-])OC.[CH:24]([NH2:26])=O.C([O-])=O.[NH4+:30]>>[CH3:17][C:16]1[NH:26][CH:24]=[N:30][C:4]=1[CH2:5][S:6][CH2:7][CH2:8]/[N:9]=[C:10](/[NH:13][C:14]#[N:15])\[NH:11][CH3:12] |f:3.4|. Reported procedure: 136 mg of N-{2-(2-formyloxy-3-oxobutylthio)ethyl}-N'-cyano-N"-methylguanidine and 530 mg of methyl orthoformate were dissolved in 2.5 m; of formamide, and 320 mg of ammonium formate was added. The mixture was stirred at 100° C. for 2 hours. Formamide was evaporated from the reaction mixture under reduced pressure. The residue was chromatographed on a column of silica gel (eluent: chloroform/methanol=4/1), and then recrystallized from isopropanol to give 71 mg (yield 56%) of the desired product (...